This data is from the Open Reaction Database (ORD), a public repository of structured organic reaction records. The task is: describe an organic reaction: reactants, conditions, products, and yield The reactants are C1(CCCC1)=O (Cyclopentanone), C(NN)(=O)OC(C)(C)C (t-Butyl carbazate). The solvent is hexanes. Reaction conditions: temperature 67.5 celsius. Yields the product C(C)(C)(C)OC(=O)NNC1CCCC1 (N′-cyclopentyl-hydrazinecarboxylic acid tert-butyl ester). Yield: 46.3%. RXN SMILES: [C:1]1(=O)[CH2:5][CH2:4][CH2:3][CH2:2]1.[C:7]([O:11][C:12]([CH3:15])([CH3:14])[CH3:13])(=[O:10])[NH:8][NH2:9]>>[C:12]([O:11][C:7]([NH:8][NH:9][CH:1]1[CH2:5][CH2:4][CH2:3][CH2:2]1)=[O:10])([CH3:15])([CH3:14])[CH3:13]. Reported procedure: Cyclopentanone (5.000 g, 59.44 mmol; CAS #120-92-3, purchased from Aldrich) was dissolved in hexanes (90 mL). t-Butyl carbazate (7.860 g, 59.47 mmol) was added and the mixture was heated at 65-70° C. for 1 hour. The mixture was cooled and concentrated in vacuo. The residue was taken up in isopropanol (25 mL)-ether (25 mL)-hexanes (50 mL) and chilled. The crystalline material was collected by filtration to give N′-cyclopentyl-hydrazinecarboxylic acid tert-butyl ester (5.51 g; 47%). A second crop ... The reactants are C(=O)(OC)CN1C(=O)[C@H](CC2=CC=CC=C12)NC(=O)C=1NC2=CC=C(C=C2C1)Cl ((S)-1-carbomethoxymethyl-3-(5-chloroindole-2-carbonylamino)-3,4-dihydrocarbostyril), C(=O)(O)CN1C(=O)[C@@H](CC2=CC=CC=C12)NC(=O)C=1NC2=CC=C(C=C2C1)Cl ((R)-1-carboxymethyl-3-(5-chloroindole-2-carbonylamino)-3,4-dihydrocarbostyril), C(=O)(OC)CN1C(=O)[C@@H](CC2=CC=CC=C12)NC(=O)C=1NC2=CC=C(C=C2C1)Cl ((R)-1-carbomethoxymethyl-3-(5-chloroindole-2-carbonylamino)-3,4-dihydrocarbostyril). Product: C(=O)(O)CN1C(=O)[C@H](CC2=CC=CC=C12)NC(=O)C=1NC2=CC=C(C=C2C1)Cl ((S)-1-carboxymethyl-3-(5-chloroindole-2-carbonylamino)-3,4-dihydrocarbostyril). As a reaction SMILES: [C:1]([CH2:5][N:6]1[C:16]2[C:11](=[CH:12][CH:13]=[CH:14][CH:15]=2)[CH2:10][C@H:9]([NH:17][C:18]([C:20]2[NH:21][C:22]3[C:27]([CH:28]=2)=[CH:26][C:25]([Cl:29])=[CH:24][CH:23]=3)=[O:19])[C:7]1=[O:8])([O:3]C)=[O:2].C(CN1C2C(=CC=CC=2)C[C@@H](NC(C2NC3C(C=2)=CC(Cl)=CC=3)=O)C1=O)(O)=O.C(CN1C2C(=CC=CC=2)C[C@@H](NC(C2NC3C(C=2)=CC(Cl)=CC=3)=O)C1=O)(OC)=O>>[C:1]([CH2:5][N:6]1[C:16]2[C:11](=[CH:12][CH:13]=[CH:14][CH:15]=2)[CH2:10][C@H:9]([NH:17][C:18]([C:20]2[NH:21][C:22]3[C:27]([CH:28]=2)=[CH:26][C:25]([Cl:29])=[CH:24][CH:23]=3)=[O:19])[C:7]1=[O:8])([OH:3])=[O:2]. Procedure: The title compound was prepared from (S)-1-carbomethoxymethyl-3-(5-chloroindole-2-carbonylamino)-3,4-dihydrocarbostyril (Example 8) by the procedures described for the preparation of (R)-1-carboxymethyl-3-(5-chloroindole-2-carbonylamino)-3,4-dihydrocarbostyril (Example 9) from (R)-1-carbomethoxymethyl-3-(5-chloroindole-2-carbonylamino)-3,4-dihydrocarbostyril. HPLC/MS [M+H]+, 398. The reactants are Cl (HCl), N1(CCCCC1)CC=CC(=O)O (4-Piperidin-1-yl-but-2-enoic acid), C(C(=O)Cl)(=O)Cl (Oxalyl chloride). The reagents and catalysts are CN(C=O)C (Dimethylformamide). The solvent is ClCCl (dichloromethane). Run at time 1 hour. Product: N1(CCCCC1)CC=CC(=O)Cl (4-Piperidin-1-yl-but-2-enoyl chloride). As a reaction SMILES: Cl.[N:2]1([CH2:8][CH:9]=[CH:10][C:11]([OH:13])=O)[CH2:7][CH2:6][CH2:5][CH2:4][CH2:3]1.C(Cl)(=O)C([Cl:17])=O>ClCCl.CN(C)C=O>[N:2]1([CH2:8][CH:9]=[CH:10][C:11]([Cl:17])=[O:13])[CH2:7][CH2:6][CH2:5][CH2:4][CH2:3]1. Reported procedure: The HCl salt of 4-Piperidin-1-yl-but-2-enoic acid (250 mg, 1.48 mmol) was dissolved in dichloromethane (15 mL). Dimethylformamide (3 drops) was added. Oxalyl chloride (155 μL, 1.77 mmol) was added slowly and the reaction was stirred at room temperature for 1 hour. The mixture was concentrated under reduced pressure and the residue was used as is. Reactants: ClCCCBr, [Li]CCCC, C1CCOC1, CCOC(C)=O, Cl, Cc1ccc(CC(=O)O)cc1. Product: Cc1ccc(C(CCCCl)C(=O)O)cc1. As a reaction SMILES: [Br:17][CH2:18][CH2:19][CH2:20][Cl:21].[CH2:12]([Li:13])[CH2:14][CH2:15][CH3:16].[CH2:23]1[O:24][CH2:25][CH2:26][CH2:27]1.[CH3:28][CH2:29][O:30][C:31](=[O:32])[CH3:33].[ClH:22].[c:1]1([CH3:11])[cH:2][cH:3][c:4]([CH2:7][C:8](=[O:9])[OH:10])[cH:5][cH:6]1>>[c:1]1([CH3:11])[cH:2][cH:3][c:4]([CH:7]([C:8](=[O:9])[OH:10])[CH2:18][CH2:19][CH2:20][Cl:21])[cH:5][cH:6]1.